This data is from the Open Reaction Database (ORD), a public repository of structured organic reaction records. The task is: describe an organic reaction: reactants, conditions, products, and yield The product is BrC1=C2C=CC(=CC2=CC=C1OC)[C@@H](C(=O)O)C (2(S)-(5-bromo-6-methoxy-2-naphthyl)-propionic acid). Conditions: temperature 90 celsius, time 2 hour. Procedure: A mixture of pure 2(R)-hydroxy-3(R)-[2-(5-bromo-6-methoxy-2-naphthyl)propanoyl]-butanedioic acid (0.441 g, 1 mmol), 1,4-dioxane (8 ml), and of conc. HCl (8 ml) was heated, under stirring, at 90° C. for 2 hours. The reaction mixture was worked up as described in example 52, to give pure 2(S)-(5-bromo-6-methoxy-2-naphthyl)-propionic acid in 98% enantiomeric excess, determined by HPLC and by 1H-NMR carried out as described in example 57. RXN SMILES: O[C@H]([C@H]([C:10](=[O:26])[CH:11]([C:13]1[CH:22]=[CH:21][C:20]2[C:15](=[CH:16][CH:17]=[C:18]([O:24][CH3:25])[C:19]=2[Br:23])[CH:14]=1)[CH3:12])C(O)=O)C(O)=O.Cl.[O:28]1CCOCC1>>[Br:23][C:19]1[C:18]([O:24][CH3:25])=[CH:17][CH:16]=[C:15]2[C:20]=1[CH:21]=[CH:22][C:13]([C@H:11]([CH3:12])[C:10]([OH:26])=[O:28])=[CH:14]2. Starting materials: O[C@@H](C(=O)O)[C@@H](C(=O)O)C(C(C)C1=CC2=CC=C(C(=C2C=C1)Br)OC)=O (2(R)-hydroxy-3(R)-[2-(5-bromo-6-methoxy-2-naphthyl)propanoyl]-butanedioic acid), O1CCOCC1 (1,4-dioxane), Cl (HCl). Starting materials: C(C1=CC=CC=C1)(=O)C1=C(C(=O)N(CC(CCC)=O)CC2=CC=C(C=C2)S(=O)(=O)C)C=CC(=C1)Br (2-benzoyl-4-bromo-N-(4-methanesulfonylbenzyl)-N-(2-oxopentyl)benzamide), N12CCCCCC2=NCCC1 (1,8-diazabicyclo[5.4.0]undeca-7-ene). Solvent: C1(=CC=CC=C1)C (toluene). Product: BrC=1C=C2C(=C(N(C(C2=CC1)=O)CC1=CC=C(C=C1)S(=O)(=O)C)C(CCC)=O)C1=CC=CC=C1 (6-bromo-3-butyryl-2-(4-methanesulfonylbenzyl)-4-phenyl-2H-isoquinolin-1-one). The yield is 72.3%. Reaction SMILES: [C:1]([C:9]1[CH:34]=[C:33]([Br:35])[CH:32]=[CH:31][C:10]=1[C:11]([N:13]([CH2:20][C:21]1[CH:26]=[CH:25][C:24]([S:27]([CH3:30])(=[O:29])=[O:28])=[CH:23][CH:22]=1)[CH2:14][C:15](=[O:19])[CH2:16][CH2:17][CH3:18])=[O:12])(=O)[C:2]1[CH:7]=[CH:6][CH:5]=[CH:4][CH:3]=1.N12CCCN=C1CCCCC2>C1(C)C=CC=CC=1>[Br:35][C:33]1[CH:34]=[C:9]2[C:10](=[CH:31][CH:32]=1)[C:11](=[O:12])[N:13]([CH2:20][C:21]1[CH:26]=[CH:25][C:24]([S:27]([CH3:30])(=[O:29])=[O:28])=[CH:23][CH:22]=1)[C:14]([C:15](=[O:19])[CH2:16][CH2:17][CH3:18])=[C:1]2[C:2]1[CH:7]=[CH:6][CH:5]=[CH:4][CH:3]=1. Reported procedure: [Step 3] To a solution (40 ml) of 2-benzoyl-4-bromo-N-(4-methanesulfonylbenzyl)-N-(2-oxopentyl)benzamide (2.0 g) in toluene was added 1,8-diazabicyclo[5.4.0]undeca-7-ene (1.1 g), and the mixture was heated under reflux for 48 hrs. The reaction mixture was concentrated under reduced pressure. To the residue were added water and 10% hydrochloric acid, and the mixture was extracted with ethyl acetate. The organic layer was washed with water, saturated aqueous sodium hydrogen carbonate, water and sa... Starting materials: CC1(c2ccc(S)cc2)OCCO1, OCCO. Yields the product CC(=O)c1ccc(S)cc1. RXN SMILES: [CH2:1]1[O:2][C:4]([CH3:5])([c:6]2[cH:7][cH:8][c:9]([SH:12])[cH:10][cH:11]2)[O:3][CH2:13]1.[OH:14][CH2:15][CH2:16][OH:17]>>[O:3]=[C:4]([CH3:5])[c:6]1[cH:7][cH:8][c:9]([SH:12])[cH:10][cH:11]1. Starting materials: CS(=O)(=O)Cl (methanesulfonyl chloride), O=C1C=2C=CC(=CC2CCC1)C(=O)N (5-Oxo-5,6,7,8-tetrahydro-naphthalene-2-carboxylic acid amide), C(=O)([O-])[O-].[K+].[K+] (K2CO3), [OH-].[K+] (KOH). The reagents and catalysts are S(=O)(=O)(O)[O-].C(CCC)[N+](CCCC)(CCCC)CCCC (tetrabutylammonium hydrogen sulfate). Run in C(C)(=O)OCC (ethyl acetate), O1CCCC1 (tetrahydrofuran), O1CCCC1 (tetrahydrofuran). Run at temperature 55 celsius, time 20 minute. Yields the product O=C1C=2C=CC(=CC2CCC1)C(=O)NS(=O)(=O)C (N-(5-Oxo-5,6,7,8-tetrahydro-naphthalene-2-carbonyl)-methanesulfonamide). The yield is 83.0%. RXN SMILES: [O:1]=[C:2]1[CH2:11][CH2:10][CH2:9][C:8]2[CH:7]=[C:6]([C:12]([NH2:14])=[O:13])[CH:5]=[CH:4][C:3]1=2.C([O-])([O-])=O.[K+].[K+].[OH-].[K+].[CH3:23][S:24](Cl)(=[O:26])=[O:25]>O1CCCC1.S([O-])(O)(=O)=O.C([N+](CCCC)(CCCC)CCCC)CCC.C(OCC)(=O)C>[O:1]=[C:2]1[CH2:11][CH2:10][CH2:9][C:8]2[CH:7]=[C:6]([C:12]([NH:14][S:24]([CH3:23])(=[O:26])=[O:25])=[O:13])[CH:5]=[CH:4][C:3]1=2 |f:1.2.3,4.5,8.9|. Procedure details: A sample of 5-Oxo-5,6,7,8-tetrahydro-naphthalene-2-carboxylic acid amide (Example 81, Step 1) (29.4 mg, 0.16 mmol) in tetrahydrofuran (71 μL) is treated with K2CO3 (36.5 mg, 0.26 mmol), powdered KOH (32.9 mg, 0.82 mmol) and tetrabutylammonium hydrogen sulfate (2.6 mg, 0.008 mmol) in that order. The reaction is warmed to 55° C. and vigorously stirred for 20 minutes. Then a solution of methanesulfonyl chloride (23.2 mg, 0.20 mmol) in tetrahydrofuran (140 μL) is added over 20 minutes and the reacti... The reactants are CCOC(=O)c1cnn(C)c1Nc1ccccc1N, [CH2-]S(C)=O, CS(C)=O, [H-], [Na+], [Na+]. Yields the product Cn1ncc2c1Nc1ccccc1NC2=O. As a reaction SMILES: [CH2:8]([O:10][C:11](=[O:9])[c:13]1[cH:14][n:15][n:16]([CH3:26])[c:17]1[NH:18][c:19]1[c:20]([NH2:25])[cH:21][cH:22][cH:23][cH:24]1)[CH3:12].[CH3:1][S:2]([CH2-:3])=[O:4].[CH3:27][S:28](=[O:29])[CH3:30].[H-:6].[Na+:5].[Na+:7]>>[O:10]=[C:11]1[c:13]2[cH:14][n:15][n:16]([CH3:26])[c:17]2[NH:18][c:19]2[c:20]([cH:21][cH:22][cH:23][cH:24]2)[NH:25]1. Reaction SMILES: [CH3:19][S:20]([CH3:21])=[O:22].[Cl-:17].[Na+:16].[O:1]=[c:2]1[c:3]2[n:4]([nH:5][cH:6][c:7]1[C:8]([O:9][CH2:10][CH3:11])=[O:12])[cH:13][cH:14][cH:15]2.[OH2:18]>>[O:1]=[c:2]1[c:3]2[n:4]([nH:5][cH:6][cH:7]1)[cH:13][cH:14][cH:15]2. The reactants are CS(C)=O, [Cl-], [Na+], CCOC(=O)c1c[nH]n2cccc2c1=O, O. The product is O=c1cc[nH]n2cccc12. Reactants: CC(C)(C)C(=O)Oc1ccc(CCNC(=O)c2cccnc2)cc1OC(=O)C(C)(C)C, CI, CC(C)=O. Product: C[n+]1cccc(C(=O)NCCc2ccc(OC(=O)C(C)(C)C)c(OC(=O)C(C)(C)C)c2)c1, [I-]. RXN SMILES: [C:1]([C:2]([CH3:3])([CH3:4])[CH3:5])(=[O:6])[O:7][c:8]1[cH:9][c:10]([CH2:21][CH2:22][NH:23][C:24](=[O:25])[c:26]2[cH:27][n:28][cH:29][cH:30][cH:31]2)[cH:11][cH:12][c:13]1[O:14][C:15]([C:16]([CH3:17])([CH3:18])[CH3:19])=[O:20].[CH3:32][I:33].[CH3:34][C:35](=[O:36])[CH3:37]>>[C:1]([C:2]([CH3:3])([CH3:4])[CH3:5])(=[O:6])[O:7][c:8]1[cH:9][c:10]([CH2:21][CH2:22][NH:23][C:24](=[O:25])[c:26]2[cH:27][n+:28]([CH3:32])[cH:29][cH:30][cH:31]2)[cH:11][cH:12][c:13]1[O:14][C:15]([C:16]([CH3:17])([CH3:18])[CH3:19])=[O:20].[I-:33].